This data is from the Open Reaction Database (ORD), a public repository of structured organic reaction records. The task is: describe an organic reaction: reactants, conditions, products, and yield The reactants are O=C([O-])[O-], Cc1nc2c(N)cc(N3CCOCC3)cc2n1Cc1cccc(Cl)c1Cl, F, O=N[O-], [Na+], [Na+], [Na+], c1ccncc1. The product is Cc1nc2c(F)cc(N3CCOCC3)cc2n1Cc1cccc(Cl)c1Cl. As a reaction SMILES: [C:31](=[O:32])([O-:33])[O-:34].[Cl:1][c:2]1[c:3]([CH2:9][n:10]2[c:11]([CH3:26])[n:12][c:13]3[c:14]2[cH:15][c:16]([N:20]2[CH2:21][CH2:22][O:23][CH2:24][CH2:25]2)[cH:17][c:18]3[NH2:19])[cH:4][cH:5][cH:6][c:7]1[Cl:8].[FH:37].[N:27]([O-:28])=[O:29].[Na+:30].[Na+:35].[Na+:36].[cH:38]1[cH:39][cH:40][n:41][cH:42][cH:43]1>>[Cl:1][c:2]1[c:3]([CH2:9][n:10]2[c:11]([CH3:26])[n:12][c:13]3[c:14]2[cH:15][c:16]([N:20]2[CH2:21][CH2:22][O:23][CH2:24][CH2:25]2)[cH:17][c:18]3[F:37])[cH:4][cH:5][cH:6][c:7]1[Cl:8]. The reactants are C(C)(=O)N1CCC2=CC(=CC=C12)NC=1C=NC=CC1[N+](=O)[O-] (1-acetyl-2,3-dihydro-N-(4-nitro-3-pyridinyl)-1H-indole-5-amine), oxide. The solvent is C(C)O (ethanol). Yields the product C(C)(=O)N1CCC2=CC(=CC=C12)NC=1C=NC=CC1N (1-Acetyl-N-(4-amino-3-pyridinyl)-2,3-dihydro-1H-indol-5-amine). Reaction SMILES: [C:1]([N:4]1[C:12]2[C:7](=[CH:8][C:9]([NH:13][C:14]3[CH:15]=[N:16][CH:17]=[CH:18][C:19]=3[N+:20]([O-])=O)=[CH:10][CH:11]=2)[CH2:6][CH2:5]1)(=[O:3])[CH3:2]>C(O)C>[C:1]([N:4]1[C:12]2[C:7](=[CH:8][C:9]([NH:13][C:14]3[CH:15]=[N:16][CH:17]=[CH:18][C:19]=3[NH2:20])=[CH:10][CH:11]=2)[CH2:6][CH2:5]1)(=[O:3])[CH3:2]. Procedure: A suspension of 1-acetyl-2,3-dihydro-N-(4-nitro-3-pyridinyl)-1H-indole-5-amine, N5 -oxide (13 g) in 250 ml ethanol containing 0.5 g PtO2 was hydrogenated for two days at 60 psi and thereafter filtered through Celite and concentrated to 9 g solid. This solid was purified by HPLC (silica, 20% methanol in ethyl acetate) to give 4 g solid. This was combined with 1 g product obtained from a previous reduction and again purified by HPLC (silica, 20% methanol in ethyl acetate) to give 5 g solid, m.p. 2... Reactants: C=C(C)C, CC#N, CCOC(=O)c1ccc(N=Cc2ccccc2[N+](=O)[O-])cc1. The product is CCOC(=O)c1ccc2c(c1)C(C)(C)CC(c1ccccc1[N+](=O)[O-])N2. RXN SMILES: [CH3:23][C:24](=[CH2:25])[CH3:26].[CH3:27][C:28]#[N:29].[N+:1](=[O:2])([O-:3])[c:4]1[c:5]([CH:6]=[N:7][c:8]2[cH:9][cH:10][c:11]([C:12](=[O:13])[O:14][CH2:15][CH3:16])[cH:17][cH:18]2)[cH:19][cH:20][cH:21][cH:22]1>>[N+:1](=[O:2])([O-:3])[c:4]1[c:5]([CH:6]2[NH:7][c:8]3[cH:9][cH:10][c:11]([C:12](=[O:13])[O:14][CH2:15][CH3:16])[cH:17][c:18]3[C:24]([CH3:23])([CH3:26])[CH2:25]2)[cH:19][cH:20][cH:21][cH:22]1. Reactants: CO, Cc1ccnc(C#N)n1, [NH4+], [OH-]. Product: Cc1ccnc(CN)n1. RXN SMILES: [CH3:10][OH:11].[CH3:1][c:2]1[n:3][c:4]([C:8]#[N:9])[n:5][cH:6][cH:7]1.[NH4+:12].[OH-:13]>>[CH3:1][c:2]1[n:3][c:4]([CH2:8][NH2:9])[n:5][cH:6][cH:7]1. Starting materials: [OH-].[K+] (potassium hydroxide), C(C)OC(CC=1C=CC2=C(SC3=C2C=CC=C3Cl)C1)=O (6-chlorodibenzothiophene-3-acetic acid ethyl ester). The solvent is C(C)O (ethanol). Yields the product ClC1=CC=CC=2C3=C(SC21)C=C(C=C3)CC(=O)O (6-chloro-dibenzothiophene-3-acetic acid). As a reaction SMILES: [OH-].[K+].C([O:5][C:6](=[O:22])[CH2:7][C:8]1[CH:9]=[CH:10][C:11]2[C:15]3[CH:16]=[CH:17][CH:18]=[C:19]([Cl:20])[C:14]=3[S:13][C:12]=2[CH:21]=1)C>C(O)C>[Cl:20][C:19]1[C:14]2[S:13][C:12]3[CH:21]=[C:8]([CH2:7][C:6]([OH:22])=[O:5])[CH:9]=[CH:10][C:11]=3[C:15]=2[CH:16]=[CH:17][CH:18]=1 |f:0.1|. Procedure: To a 100 ml. flask, fitted with a condenser and containing a solution of 0.24 g. of potassium hydroxide in 30 ml. of ethanol was added 1.3 g. of 6-chlorodibenzothiophene-3-acetic acid ethyl ester. After the solution was refluxed for 1 hour, the solvent was removed in vacuo (steam bath, rotary evaporator), the residue dissolved in 100 ml. of water, and the aqueous solution acidified with dilute hydrochloric acid. The 6-chlorodibenzothiophene-3-acetic acid was removed by filtration, washed with wa... Reactants: Cl (HCl), C1(=CC=CC=C1)N=C=O (phenyl isocyanate), COC=1C=CC2=C(N(CC(O2)C2=CC=CC=C2)CCNC(C2=CC=CC=C2)=O)C1 (N-[2-(6-Methoxy-2-phenyl-2,3-dihydro-4H-1,4-benzoxazin-4-yl)ethyl]benzamide), O (water). The solvent is N1=CC=CC=C1 (pyridine). Conditions: temperature 80 celsius, time 1 hour. The product is COC=1C=CC2=C(N(CC(O2)C2=CC=CC=C2)CCNC(=O)NC2=CC=CC=C2)C1 (N-[2-(6-Methoxy-2-phenyl-2,3-dihydro-4H-1,4-benzoxazin-4-yl)ethyl]-N′-phenylurea). As a reaction SMILES: [C:1]1([N:7]=[C:8]=[O:9])[CH:6]=[CH:5][CH:4]=[CH:3][CH:2]=1.[CH3:10][O:11][C:12]1[CH:13]=[CH:14][C:15]2[O:20][CH:19]([C:21]3[CH:26]=[CH:25][CH:24]=[CH:23][CH:22]=3)[CH2:18][N:17]([CH2:27][CH2:28][NH:29]C(=O)C3C=CC=CC=3)[C:16]=2[CH:38]=1.O.Cl>N1C=CC=CC=1>[CH3:10][O:11][C:12]1[CH:13]=[CH:14][C:15]2[O:20][CH:19]([C:21]3[CH:26]=[CH:25][CH:24]=[CH:23][CH:22]=3)[CH2:18][N:17]([CH2:27][CH2:28][NH:29][C:8]([NH:7][C:1]3[CH:6]=[CH:5][CH:4]=[CH:3][CH:2]=3)=[O:9])[C:16]=2[CH:38]=1. Reported procedure: 0.011 mol of phenyl isocyanate are added to a suspension of 0.01 mol of the amine hydrochloride obtained in Example 24 (before acylation) in 5 cm3 of pyridine. After stirring for 1 hour at 80° C., the reaction mixture is poured into iced water and then acidified with 1N HCl. The precipitate formed is suction-filtered off, washed, dried, and then recystallised to yield the title product. Reagents/catalysts: C1=CC=C(C=C1)P(C2=CC=CC=C2)[C]3[CH][CH][CH][CH]3.C1=CC=C(C=C1)P(C2=CC=CC=C2)[C]3[CH][CH][CH][CH]3.Cl[Pd]Cl.[Fe] ([1,1-bis(diphenylphosphino)ferrocene]dichloropalladium(II)). Reported procedure: (2S,4R)-1-Acetyl-6-bromo-2-methyl-1,2,3,4-tetrahydro-4-quinolinamine hydrochloride (for a preparation see intermediate 57) (1.219 g, 3.81 mmol) and 1,1-dimethylethyl methyl{2-[4-(4,4,5,5-tetramethyl-1,3,2-dioxaborolan-2-yl)-1H-pyrazol-1-yl]ethyl}carbamate (for a preparation see intermediate 56) (1.608 g, 4.58 mmol) were combined in 1,4-dioxane (15 mL) and water (5.00 mL) under nitrogen to give a clear yellow solution. Potassium carbonate (1.212 g, 8.77 mmol) then [1,1-bis(diphenylphosphino)ferro... Reactants: O (water), Cl.C(C)(=O)N1[C@H](C[C@H](C2=CC(=CC=C12)Br)N)C ((2S,4R)-1-Acetyl-6-bromo-2-methyl-1,2,3,4-tetrahydro-4-quinolinamine hydrochloride), intermediate 56, intermediate 57, CN(C(OC(C)(C)C)=O)CCN1N=CC(=C1)B1OC(C(O1)(C)C)(C)C (1,1-dimethylethyl methyl{2-[4-(4,4,5,5-tetramethyl-1,3,2-dioxaborolan-2-yl)-1H-pyrazol-1-yl]ethyl}carbamate), C([O-])([O-])=O.[K+].[K+] (Potassium carbonate). Reaction SMILES: Cl.[C:2]([N:5]1[C:14]2[C:9](=[CH:10][C:11](Br)=[CH:12][CH:13]=2)[C@H:8]([NH2:16])[CH2:7][C@@H:6]1[CH3:17])(=[O:4])[CH3:3].[CH3:18][N:19]([CH2:27][CH2:28][N:29]1[CH:33]=[C:32](B2OC(C)(C)C(C)(C)O2)[CH:31]=[N:30]1)[C:20](=[O:26])[O:21][C:22]([CH3:25])([CH3:24])[CH3:23].O.C(=O)([O-])[O-].[K+].[K+]>O1CCOCC1.C1C=CC(P([C]2[CH][CH][CH][CH]2)C2C=CC=CC=2)=CC=1.C1C=CC(P([C]2[CH][CH][CH][CH]2)C2C=CC=CC=2)=CC=1.Cl[Pd]Cl.[Fe]>[C:2]([N:5]1[C:14]2[C:9](=[CH:10][C:11]([C:32]3[CH:31]=[N:30][N:29]([CH2:28][CH2:27][N:19]([CH3:18])[C:20](=[O:26])[O:21][C:22]([CH3:23])([CH3:24])[CH3:25])[CH:33]=3)=[CH:12][CH:13]=2)[C@H:8]([NH2:16])[CH2:7][C@@H:6]1[CH3:17])(=[O:4])[CH3:3] |f:0.1,4.5.6,8.9.10.11,^1:60,61,62,63,64,78,79,80,81,82|. Yields the product C(C)(=O)N1[C@H](C[C@H](C2=CC(=CC=C12)C=1C=NN(C1)CCN(C(OC(C)(C)C)=O)C)N)C (1,1-dimethylethyl (2-{4-[(2S,4R)-1-acetyl-4-amino-2-methyl-1,2,3,4-tetrahydro-6-quinolinyl]-1H-pyrazol-1-yl}ethyl)methylcarbamate). Isolated yield 69.6%. The solvent is O1CCOCC1 (1,4-dioxane). Reaction conditions: temperature 110 celsius, time 16 hour. Starting materials: CN(C=O)C (N,N-dimethylformamide), NN1N=CC=C1 (1-aminopyrazole), C(C)(=O)OCC (ethyl acetate), ClC=1C=C(C=C(C1)Cl)C1(CC(=NO1)C1=CC(=C(C(=O)Cl)C=C1)C)C(F)(F)F (4-[5-(3,5-dichlorophenyl)-5-trifluoromethyl-4,5-dihydroisoxazol-3-yl]-2-methylbenzoyl-chloride). Solvent: CN(C(C)=O)C (N,N-dimethylacetamide). Product: ClC=1C=C(C=C(C1)Cl)C1(CC(=NO1)C1=CC(=C(C(=O)NN2N=CC=C2)C=C1)C)C(F)(F)F (4-[5-(3,5-dichlorophenyl)-5-trifluoromethyl-4,5-dihydroisoxazole-3-yl]-2-methyl-N-(1-pyrazolyl)benzoic acid amide). As a reaction SMILES: CN(C)C=O.[NH2:6][N:7]1[CH:11]=[CH:10][CH:9]=[N:8]1.[Cl:12][C:13]1[CH:14]=[C:15]([C:20]2([C:35]([F:38])([F:37])[F:36])[O:24][N:23]=[C:22]([C:25]3[CH:33]=[CH:32][C:28]([C:29](Cl)=[O:30])=[C:27]([CH3:34])[CH:26]=3)[CH2:21]2)[CH:16]=[C:17]([Cl:19])[CH:18]=1.C(OCC)(=O)C>CN(C)C(=O)C>[Cl:12][C:13]1[CH:14]=[C:15]([C:20]2([C:35]([F:37])([F:36])[F:38])[O:24][N:23]=[C:22]([C:25]3[CH:33]=[CH:32][C:28]([C:29]([NH:6][N:7]4[CH:11]=[CH:10][CH:9]=[N:8]4)=[O:30])=[C:27]([CH3:34])[CH:26]=3)[CH2:21]2)[CH:16]=[C:17]([Cl:19])[CH:18]=1. Reported procedure: In 4 mL of N,N-dimethylacetamide, 0.23 g of 50% N,N-dimethylformamide solution of 1-aminopyrazole was added, and 0.30 g of 4-[5-(3,5-dichlorophenyl)-5-trifluoromethyl-4,5-dihydroisoxazol-3-yl]-2-methylbenzoyl-chloride synthesized in Step 4 of Synthetic Example 1 was added at room temperature with stirring, and stirred at the same temperature for 2 hours. After the completion of the reaction, 20 mL of ethyl acetate was added in the reaction mixture, washed with water (20 mL×1), and then the organ...